This data is from the Open Reaction Database (ORD), a public repository of structured organic reaction records. The task is: describe an organic reaction: reactants, conditions, products, and yield The reactants are COC(=O)C1C(CCC1C(=O)OC)=O (2,3-bis(methoxycarbonyl)cyclopentanone), OCC1C(CC(C1)CO)=O (2,4-bis(hydroxymethyl)cyclopentanone), OCC1C(CCC1CO)=O (2,3-bis(hydroxymethyl)cyclopentanone). Yields the product COC(=O)C1C(CC(C1)C(=O)OC)=O (2,4-Bis(methoxycarbonyl)cyclopentanone). Reaction SMILES: COC([CH:5]1[CH:9]([C:10]([O:12][CH3:13])=[O:11])[CH2:8][CH2:7][C:6]1=[O:14])=O.OCC1CC(CO)C[C:18]1=[O:24].[OH:25][CH2:26]C1C(CO)CCC1=O>>[CH3:26][O:25][C:18]([CH:7]1[CH2:8][CH:9]([C:10]([O:12][CH3:13])=[O:11])[CH2:5][C:6]1=[O:14])=[O:24]. Procedure details: 2,4-Bis(methoxycarbonyl)cyclopentanone (Compound 1A-A) is prepared as a mixture with 2,3-bis(methoxycarbonyl)cyclopentanone (Compound 1-Aa), e.g., by the process described in J. Org. Chem., 47, 2379 (1982). By converting the mixture into 2,4-bis(hydroxymethyl)cyclopentanone and 2,3-bis(hydroxymethyl)cyclopentanone, the two compounds can be separated from each other by silica gel column chromatography. The reactants are O=C(O)CC(O)(CC(=O)O)C(=O)O, CC(C)C[AlH]CC(C)C, COc1ccccc1C1(C)OCCCO1, Cc1ccccc1, O, O. Yields the product COc1ccccc1C(C)OCCCO. Reaction SMILES: [C:26]([OH:27])(=[O:28])[CH2:29][C:30]([CH2:31][C:32]([OH:33])=[O:34])([C:35]([OH:36])=[O:37])[OH:38].[CH3:16][CH:17]([CH2:18][AlH:19][CH2:20][CH:21]([CH3:22])[CH3:23])[CH3:24].[CH3:1][O:2][c:3]1[c:4]([C:9]2([CH3:15])[O:10][CH2:11][CH2:12][CH2:13][O:14]2)[cH:5][cH:6][cH:7][cH:8]1.[CH3:39][c:40]1[cH:41][cH:42][cH:43][cH:44][cH:45]1.[OH2:25].[OH2:46]>>[CH3:1][O:2][c:3]1[c:4]([CH:9]([O:10][CH2:11][CH2:12][CH2:13][OH:14])[CH3:15])[cH:5][cH:6][cH:7][cH:8]1.